This data is from the Open Reaction Database (ORD), a public repository of structured organic reaction records. The task is: describe an organic reaction: reactants, conditions, products, and yield Reactants: Cl (HCl), C1(=CC=CC=C1)C1=NN=C(O1)S (phenyl-1,3,4-oxadiazole-2-thiol), C(C1=CC=CC=C1)(=O)O (benzoic acid), [OH-].[Na+] (NaOH). Run in O (water). Run at time 16 hour. Yields the product O1N=NC(=C1)C1=CC=CC=C1C(=O)O (oxadiazol-benzoic acid). RXN SMILES: [C:1]1([C:7]2OC(S)=[N:9][N:8]=2)C=CC=CC=1.[C:13]([OH:21])(=[O:20])[C:14]1[CH:19]=[CH:18][CH:17]=[CH:16][CH:15]=1.[OH-:22].[Na+].Cl>O>[O:22]1[CH:1]=[C:7]([C:19]2[C:14]([C:13]([OH:21])=[O:20])=[CH:15][CH:16]=[CH:17][CH:18]=2)[N:8]=[N:9]1 |f:2.3|. Procedure details: To a solution of phenyl-1,3,4-oxadiazole-2-thiol and a benzoic acid in water was added NaOH. After stirring at RT for 16 h, the reaction mixtures pH was adjusted to 2 upon addition of aqueous solution of HCl (10%). The precipitate was collected by filtration. The solid was dissolved in acetone and purified by MPLC (30-70% ethyl acetate in hexanes) to afford the corresponding oxadiazol-benzoic acid.